This data is from the Open Reaction Database (ORD), a public repository of structured organic reaction records. The task is: describe an organic reaction: reactants, conditions, products, and yield Starting materials: CN(C)c1ccc(Nc2nc(Cl)nc3[nH]cnc23)cc1, NC1CCC(N)CC1. The product is CN(C)c1ccc(Nc2nc(NC3CCC(N)CC3)nc3[nH]cnc23)cc1. RXN SMILES: [Cl:9][c:10]1[n:11][c:12]([NH:19][c:20]2[cH:21][cH:22][c:23]([N:26]([CH3:27])[CH3:28])[cH:24][cH:25]2)[c:13]2[n:14][cH:15][nH:16][c:17]2[n:18]1.[NH2:1][CH:2]1[CH2:3][CH2:4][CH:5]([NH2:8])[CH2:6][CH2:7]1>>[NH2:1][CH:2]1[CH2:3][CH2:4][CH:5]([NH:8][c:10]2[n:11][c:12]([NH:19][c:20]3[cH:21][cH:22][c:23]([N:26]([CH3:27])[CH3:28])[cH:24][cH:25]3)[c:13]3[n:14][cH:15][nH:16][c:17]3[n:18]2)[CH2:6][CH2:7]1. Starting materials: 80, [N+](=O)([O-])[O-].[NH4+] (ammonium nitrate), C(C)C1C(OC=C(C1)C)OC (3-ethyl-2,3-dihydro-2-methoxy-5-methyl-4H-pyran). Solvent: O (water), C(C)(=O)O (acetic acid), O (water), C(C)(=O)O (acetic acid), [N+](=O)(O)[O-] (nitric acid). Conditions: time 15 minute. Yields the product 80, C(C)C=1C=NC=C(C1)C (3-ethyl-5-methyl-pyridine). The yield is 66.0%. As a reaction SMILES: [CH2:1]([CH:3]1[CH2:8][C:7]([CH3:9])=[CH:6]O[CH:4]1OC)[CH3:2].[N+:12]([O-])([O-])=O.[NH4+]>O.C(O)(=O)C.[N+]([O-])(O)=O>[CH2:1]([C:3]1[CH:4]=[N:12][CH:6]=[C:7]([CH3:9])[CH:8]=1)[CH3:2] |f:1.2|. Reported procedure: 156 parts of 3-ethyl-2,3-dihydro-2-methoxy-5-methyl-4H-pyran are dissolved in 25 parts of water, 300 parts of acetic acid and 2 parts of 60 percent strength nitric acid at 22° C. After 15 minutes, a solution of 80 parts of ammonium nitrate in 80 parts of water is added. The resulting solution is added to 800 parts of acetic acid at 110° C. in the course of 20 minutes, whilst stirring. The reaction mixture is left to cool, the acetic acid, water and methanol are distilled off, 200 parts of water ... The reactants are C(C)(C)(C)N1S(C(=CC1=O)C1=CC=C(C=C1)C[C@@H](C(=O)NCCCCC)NC([C@H](CC1=CC=CC=C1)NC(CC1=CC=C(C=C1)OC)=O)=O)(=O)=O ((S)-3-[4-(2-tert-Butyl-1,1,3-trioxo-2,3-dihydro-1H-1λ6-isothiazol-5-yl)-phenyl]-2-{(S)-2-[2-(4-methoxy-phenyl)-acetylamino]-3-phenyl-propionylamino}-N-pentyl-propionamide). Reagents/catalysts: ClCCl (dichloromethane), [Pd].[O-]S(=O)(=O)[O-].[Ba+2] (Pd BaSO4). The solvent is C(C)O (ethanol), CO (methanol). Product: C(C)(C)(C)N1S(C(CC1=O)C1=CC=C(C=C1)C[C@@H](C(=O)NCCCCC)NC([C@H](CC1=CC=CC=C1)NC(CC1=CC=C(C=C1)OC)=O)=O)(=O)=O ((S)-3-[4-(2-tert-Butyl-1,1,3-trioxo-1λ6-isothiazolidin-5-yl)-phenyl]-2-{(S)-2-[2-(4-methoxy-phenyl)-acetylamino]-3-phenyl-propionylamino}-N-pentyl-propionamide). The yield is 95.4%. RXN SMILES: [C:1]([N:5]1[C:9](=[O:10])[CH:8]=[C:7]([C:11]2[CH:16]=[CH:15][C:14]([CH2:17][C@H:18]([NH:27][C:28](=[O:49])[C@@H:29]([NH:37][C:38](=[O:48])[CH2:39][C:40]3[CH:45]=[CH:44][C:43]([O:46][CH3:47])=[CH:42][CH:41]=3)[CH2:30][C:31]3[CH:36]=[CH:35][CH:34]=[CH:33][CH:32]=3)[C:19]([NH:21][CH2:22][CH2:23][CH2:24][CH2:25][CH3:26])=[O:20])=[CH:13][CH:12]=2)[S:6]1(=[O:51])=[O:50])([CH3:4])([CH3:3])[CH3:2]>C(O)C.CO.ClCCl.[Pd].[O-]S([O-])(=O)=O.[Ba+2]>[C:1]([N:5]1[C:9](=[O:10])[CH2:8][CH:7]([C:11]2[CH:16]=[CH:15][C:14]([CH2:17][C@H:18]([NH:27][C:28](=[O:49])[C@@H:29]([NH:37][C:38](=[O:48])[CH2:39][C:40]3[CH:41]=[CH:42][C:43]([O:46][CH3:47])=[CH:44][CH:45]=3)[CH2:30][C:31]3[CH:32]=[CH:33][CH:34]=[CH:35][CH:36]=3)[C:19]([NH:21][CH2:22][CH2:23][CH2:24][CH2:25][CH3:26])=[O:20])=[CH:13][CH:12]=2)[S:6]1(=[O:51])=[O:50])([CH3:2])([CH3:3])[CH3:4] |f:4.5.6|. Reported procedure: A solution of 401-A (50 mg, 0.07 mmol) and 5% Pd/BaSO4 (5 mg, 10 wt %) in ethanol (1.5 mL), methanol (1.0 mL) and dichloromethane (2 drops) was stirred under an atmosphere of hydrogen for 5 h. The reaction mixture was filtered and concentrated to yield the 401-B (48 mg, 96%) as a white solid. 1H NMR (500 MHz, CDCl3): δ 7.30–7.26 (m, 4H), 7.22–7.16 (m, 4H), 7.00–6.94 (m, 4H), 6.85–6.81 (m, 2H), 6.43 (dd, J=8.3, 4.9 Hz, 1H), 5.90–5.84 (m, 1H), 5.79 (dd, J=8.8, 6.8 Hz, 1H), 4.75 (ddd, J=10.7, 9.3, ... Reactants: C(C1=CC=CC=C1)N1CCC2(CC1)C=1N(C3=C(O2)C=CC=C3)C(=CC1)C=O (1′-benzylspiro[benzo[b]pyrrolo[1,2-d][1,4]oxazine-4,4′-piperidine]-1-carbaldehyde), [BH4-].[Na+] (Sodium borohydride). Run in CO (methanol). Run at time 1 hour. The product is C(C1=CC=CC=C1)N1CCC2(CC1)C=1N(C3=C(O2)C=CC=C3)C(=CC1)CO ((1′-benzylspiro[benzo[b]pyrrolo[1,2-d][1,4]oxazine-4,4′-piperidine]-1-yl)methanol). The yield is 85.3%. As a reaction SMILES: [CH2:1]([N:8]1[CH2:13][CH2:12][C:11]2([O:18][C:17]3[CH:19]=[CH:20][CH:21]=[CH:22][C:16]=3[N:15]3[C:23]([CH:26]=[O:27])=[CH:24][CH:25]=[C:14]23)[CH2:10][CH2:9]1)[C:2]1[CH:7]=[CH:6][CH:5]=[CH:4][CH:3]=1.[BH4-].[Na+]>CO>[CH2:1]([N:8]1[CH2:13][CH2:12][C:11]2([O:18][C:17]3[CH:19]=[CH:20][CH:21]=[CH:22][C:16]=3[N:15]3[C:23]([CH2:26][OH:27])=[CH:24][CH:25]=[C:14]23)[CH2:10][CH2:9]1)[C:2]1[CH:7]=[CH:6][CH:5]=[CH:4][CH:3]=1 |f:1.2|. Reported procedure: A solution of 1′-benzylspiro[benzo[b]pyrrolo[1,2-d][1,4]oxazine-4,4′-piperidine]-1-carbaldehyde (1.94 g, 5.40 mmol) in methanol (40 mL) was cooled to 0° C. Sodium borohydride (409 mg, 10.8 mmol) was added in one portion and the cooling bath was removed. After stirring for 1 h at room temperature, the reaction was diluted with saturated aqueous NaHCO3 (50 mL) and DCM (150 mL). The organic layer was separated and the aqueous layer was extracted twice more with DCM (150 mL). The organic layers were...